Dataset: the Open Reaction Database (ORD), a public repository of structured organic reaction records. Task: describe an organic reaction: reactants, conditions, products, and yield Starting materials: COC1=C(C=C(CN2CCC(CC2)NC2=NC=C(C(=O)N)C(=C2)C(F)(F)F)C=C1)OCCC (6-[1-(4-Methoxy-3-propoxy-benzyl)-piperidin-4-ylamino]-4-trifluoromethyl-nicotinamide), Cl.Cl.COC(C1=CN=C(C=C1C(F)(F)F)NC1CCNCC1)=O (6-(piperidin-4-ylamino)-4-trifluoromethyl-nicotinic acid methyl ester dihydrochloride), Cl.Cl.COC(C1=CN=C(C=C1C(F)(F)F)NC1CCNCC1)=O (6-(piperidin-4-ylamino)-4-trifluoromethyl-nicotinic acid methyl ester dihydrochloride), C(C)OC=1C=C(C=O)C=C(C1F)OCC (3,5-diethoxy-4-fluoro-benzaldehyde), C(C)OC=1C=C(C=O)C=C(C1F)OCC (3,5-diethoxy-4-fluoro-benzaldehyde). The product is C(C)OC=1C=C(CN2CCC(CC2)NC2=NC=C(C(=O)N)C(=C2)C(F)(F)F)C=C(C1F)OCC (6-[1-(3,5-Diethoxy-4-fluoro-benzyl)-piperidin-4-ylamino]-4-trifluoromethyl-nicotinamide). As a reaction SMILES: COC1C=CC(C[N:8]2[CH2:13][CH2:12][CH:11]([NH:14][C:15]3[CH:23]=[C:22]([C:24]([F:27])([F:26])[F:25])[C:18]([C:19]([NH2:21])=[O:20])=[CH:17][N:16]=3)[CH2:10][CH2:9]2)=CC=1OCCC.Cl.Cl.COC(=O)C1C(C(F)(F)F)=CC(NC2CCNCC2)=NC=1.[CH2:57]([O:59][C:60]1[CH:61]=[C:62]([CH:65]=[C:66]([O:69][CH2:70][CH3:71])[C:67]=1[F:68])[CH:63]=O)[CH3:58]>>[CH2:57]([O:59][C:60]1[CH:61]=[C:62]([CH:65]=[C:66]([O:69][CH2:70][CH3:71])[C:67]=1[F:68])[CH2:63][N:8]1[CH2:13][CH2:12][CH:11]([NH:14][C:15]2[CH:23]=[C:22]([C:24]([F:26])([F:25])[F:27])[C:18]([C:19]([NH2:21])=[O:20])=[CH:17][N:16]=2)[CH2:10][CH2:9]1)[CH3:58] |f:1.2.3|. Procedure details: The title compound was prepared in analogy to the synthesis of 6-[1-(4-methoxy-3-propoxy-benzyl)-piperidin-4-ylamino]-4-trifluoromethyl-nicotinamide (example 197) from 6-(piperidin-4-ylamino)-4-trifluoromethyl-nicotinic acid methyl ester dihydrochloride (intermediate B7) and 3,5-diethoxy-4-fluoro-benzaldehyde (intermediate E5) in a yield of 2.3 mg (3%). MS (ISP): 485.3 [M+H]+. The reactants are C(C1=CC=CC=C1)N(C1=CC(=C(C=O)C=C1C)C)CC1=CC=CC=C1 (4-dibenzylamino-2,5-dimethylbenzaldehyde), C(CO)O (1,2-ethanediol), C1(=CC=C(C=C1)S(=O)(=O)O)C (p-toluenesulfonic acid), S(=O)(=O)([O-])[O-].[Mg+2] (Magnesium sulfate). The solvent is C1(=CC=CC=C1)C (toluene), CCOC(=O)C (EtOAc), hexanes. Run at temperature 80 celsius, time 6 hour. Product: C(C1=CC=CC=C1)N(C1=C(C=C(C(=C1)C)C1OCCO1)C)CC1=CC=CC=C1 (Dibenzyl-[4-(1,3-dioxolan-2-yl)-2,5-dimethylphenyl]amine). Yield: 78.4%. RXN SMILES: [CH2:1]([N:8]([CH2:19][C:20]1[CH:25]=[CH:24][CH:23]=[CH:22][CH:21]=1)[C:9]1[C:16]([CH3:17])=[CH:15][C:12]([CH:13]=[O:14])=[C:11]([CH3:18])[CH:10]=1)[C:2]1[CH:7]=[CH:6][CH:5]=[CH:4][CH:3]=1.[CH2:26](O)[CH2:27][OH:28].C1(C)C=CC(S(O)(=O)=O)=CC=1.S([O-])([O-])(=O)=O.[Mg+2]>C1(C)C=CC=CC=1.CCOC(C)=O>[CH2:19]([N:8]([CH2:1][C:2]1[CH:3]=[CH:4][CH:5]=[CH:6][CH:7]=1)[C:9]1[CH:10]=[C:11]([CH3:18])[C:12]([CH:13]2[O:28][CH2:27][CH2:26][O:14]2)=[CH:15][C:16]=1[CH3:17])[C:20]1[CH:21]=[CH:22][CH:23]=[CH:24][CH:25]=1 |f:3.4|. Procedure: To a stirred solution of 4-dibenzylamino-2,5-dimethylbenzaldehyde (3.60 g, 10.9 mmol) in toluene (35.0 mL) under nitrogen was added 1,2-ethanediol (1.83 mL, 32.8 mmol) and p-toluenesulfonic acid (451 mg, 2.62 mmol). The reaction mixture was heated at 80° C. overnight. TLC (3:1 hexanes:EtOAc) showed a ˜50:50 mixture of product and starting material. Magnesium sulfate (1.32 g, 10.9 mmol) was added and stirring was continued for 6 h. The reaction mixture was then filtered and concentrated under red... The reactants are CCOC(CCl)OCC, COc1cccc(CCO)c1, Cl, O. The product is COc1ccc2c(c1)CCOC2CCl. RXN SMILES: [CH2:12]([O:13][CH:15]([O:14][CH2:18][CH3:19])[CH2:16][Cl:17])[CH3:20].[CH3:1][O:2][c:3]1[cH:4][c:5]([CH2:6][CH2:7][OH:8])[cH:9][cH:10][cH:11]1.[ClH:21].[OH2:22]>>[CH3:1][O:2][c:3]1[cH:4][c:5]2[c:9]([cH:10][cH:11]1)[CH:15]([CH2:16][Cl:17])[O:8][CH2:7][CH2:6]2.